describe an organic reaction: reactants, conditions, products, and yield From a dataset of the Open Reaction Database (ORD), a public repository of structured organic reaction records. Yields the product Cc1cc(I)ccc1Cn1ccc(NC(=O)c2c(F)cccc2F)n1. Reactants: [I-], [K+], O=N[O-], Cc1cc(N)ccc1Cn1ccc(NC(=O)c2c(F)cccc2F)n1, [Na+], O, O=S(=O)(O)O. RXN SMILES: [I-:36].[K+:35].[N:31]([O-:32])=[O:33].[NH2:1][c:2]1[cH:3][c:4]([CH3:25])[c:5]([CH2:8][n:9]2[n:10][c:11]([NH:14][C:15]([c:16]3[c:17]([F:23])[cH:18][cH:19][cH:20][c:21]3[F:22])=[O:24])[cH:12][cH:13]2)[cH:6][cH:7]1.[Na+:34].[OH2:37].[S:26](=[O:27])(=[O:28])([OH:29])[OH:30]>>[c:2]1([I:36])[cH:3][c:4]([CH3:25])[c:5]([CH2:8][n:9]2[n:10][c:11]([NH:14][C:15]([c:16]3[c:17]([F:23])[cH:18][cH:19][cH:20][c:21]3[F:22])=[O:24])[cH:12][cH:13]2)[cH:6][cH:7]1. Starting materials: NC1=C(C=CC=C1)C1=CC=CC=C1 (2-aminobiphenyl), C(=S)(Cl)Cl (thiophosgene). Solvent: O1CCOCC1 (dioxane), O (water). Run at time 2 hour. Product: C=1(C(=CC=CC1)N=C=S)C1=CC=CC=C1 (2-biphenylylisothiocyanate). Reaction SMILES: [NH2:1][C:2]1[CH:7]=[CH:6][CH:5]=[CH:4][C:3]=1[C:8]1[CH:13]=[CH:12][CH:11]=[CH:10][CH:9]=1.[C:14](Cl)(Cl)=[S:15]>O1CCOCC1.O>[C:3]1([C:8]2[CH:9]=[CH:10][CH:11]=[CH:12][CH:13]=2)[C:2]([N:1]=[C:14]=[S:15])=[CH:7][CH:6]=[CH:5][CH:4]=1. Procedure details: Reaction of 2-aminobiphenyl (10 g) with thiophosgene (10.2 g) in a mixture of dioxane (15 ml) and water (50 ml) at 0°-5° C. for 30 minutes and at ambient temperature for 2 hours with stirring gave 2-biphenylylisothiocyanate as a yellow oil. The product is CC(C)C(=O)Nc1cccc(C2CCN(CCC(Oc3ccc(Cl)cc3)c3ccc(Br)cc3)CC2)c1. Starting materials: CC(C)C(=O)Nc1cccc(C2CCN(CCC(O)c3ccc(Br)cc3)CC2)c1, Oc1ccc(Cl)cc1. Reaction SMILES: [Br:1][c:2]1[cH:3][cH:4][c:5]([CH:8]([CH2:9][CH2:10][N:11]2[CH2:12][CH2:13][CH:14]([c:17]3[cH:18][c:19]([NH:23][C:24]([CH:25]([CH3:26])[CH3:27])=[O:28])[cH:20][cH:21][cH:22]3)[CH2:15][CH2:16]2)[OH:29])[cH:6][cH:7]1.[OH:30][c:31]1[cH:32][cH:33][c:34]([Cl:35])[cH:36][cH:37]1>>[Br:1][c:2]1[cH:3][cH:4][c:5]([CH:8]([CH2:9][CH2:10][N:11]2[CH2:12][CH2:13][CH:14]([c:17]3[cH:18][c:19]([NH:23][C:24]([CH:25]([CH3:26])[CH3:27])=[O:28])[cH:20][cH:21][cH:22]3)[CH2:15][CH2:16]2)[O:29][c:31]2[cH:32][cH:33][c:34]([Cl:35])[cH:36][cH:37]2)[cH:6][cH:7]1. Reactants: [N+](=O)([O-])C1=C(C=CC=C1)S(=O)(=O)NC1=CC=C(C=C1)CCC(=O)OC (methyl 3-(4-{[(2-nitrophenyl)sulfonyl]amino}phenyl)propanoate), C1(=CC=CC=C1)C=1N=C(SC1)\C=N\C1=CC=C(C=C1)CO ((4-{[(1E)-(4-phenyl-1,3-thiazol-2-yl)methylene]amino}phenyl)methanol), C1(=CC=CC=C1)P(C1=CC=CC=C1)C1=CC=CC=C1 (triphenylphosphine), N(=NC(=O)OCC)C(=O)OCC (diethyl azodicarboxylate). Solvent: O1CCCC1 (tetrahydrofuran). Reaction conditions: time 1 hour. Yields the product [N+](=O)([O-])C1=C(C=CC=C1)S(=O)(=O)N(C1=CC=C(C=C1)CCC(=O)OC)CC1=CC=C(C=C1)/N=C/C=1SC=C(N1)C1=CC=CC=C1 (methyl 3-{4-[[(2-nitrophenyl)sulfonyl](4-{[(1E)-(4-phenyl-1,3-thiazol-2-yl)methylene]amino}benzyl)amino]phenyl}propanoate). Reaction SMILES: [N+:1]([C:4]1[CH:9]=[CH:8][CH:7]=[CH:6][C:5]=1[S:10]([NH:13][C:14]1[CH:19]=[CH:18][C:17]([CH2:20][CH2:21][C:22]([O:24][CH3:25])=[O:23])=[CH:16][CH:15]=1)(=[O:12])=[O:11])([O-:3])=[O:2].[C:26]1([C:32]2[N:33]=[C:34](/[CH:37]=[N:38]/[C:39]3[CH:44]=[CH:43][C:42]([CH2:45]O)=[CH:41][CH:40]=3)[S:35][CH:36]=2)[CH:31]=[CH:30][CH:29]=[CH:28][CH:27]=1.C1(P(C2C=CC=CC=2)C2C=CC=CC=2)C=CC=CC=1.N(C(OCC)=O)=NC(OCC)=O>O1CCCC1>[N+:1]([C:4]1[CH:9]=[CH:8][CH:7]=[CH:6][C:5]=1[S:10]([N:13]([CH2:45][C:42]1[CH:41]=[CH:40][C:39](/[N:38]=[CH:37]/[C:34]2[S:35][CH:36]=[C:32]([C:26]3[CH:31]=[CH:30][CH:29]=[CH:28][CH:27]=3)[N:33]=2)=[CH:44][CH:43]=1)[C:14]1[CH:19]=[CH:18][C:17]([CH2:20][CH2:21][C:22]([O:24][CH3:25])=[O:23])=[CH:16][CH:15]=1)(=[O:12])=[O:11])([O-:3])=[O:2]. Reported procedure: To a solution of methyl 3-(4-{[(2-nitrophenyl)sulfonyl]amino}phenyl)propanoate (364 mg, 1.0 mmol), (4-{[(1E)-(4-phenyl-1,3-thiazol-2-yl)methylene]amino}phenyl)methanol (297 mg, 1.0 mmol) and triphenylphosphine (393 mg, 1.5 mmol) in tetrahydrofuran (4 mL) was added diethyl azodicarboxylate (40% toluene solution, 660 mg, 1.5 mmol) at room temperature, and the mixture was stirred at room temperature for 1 hr. The reaction mixture was purified by silica gel column chromatography (5%-70% ethyl acetat... RXN SMILES: [N:1]([O-:3])=O.[Na+].[CH3:5][O:6][C:7]1[CH:8]=[C:9]2[C:14](=[CH:15][CH:16]=1)[CH:13]=[C:12]([OH:17])[CH:11]=[CH:10]2>O.C(O)(=O)C>[CH3:5][O:6][C:7]1[CH:8]=[C:9]2[C:14](=[CH:15][CH:16]=1)[C:13]([N:1]=[O:3])=[C:12]([OH:17])[CH:11]=[CH:10]2 |f:0.1|. Starting materials: N(=O)[O-].[Na+] (sodium nitrite), COC=1C=C2C=CC(=CC2=CC1)O (6-methoxy-2-naphthol). Procedure details: A solution of sodium nitrite (3.19 g) in water (23.6 ml) is slowly added to a stirring solution of 6-methoxy-2-naphthol [8.0 g, prepared as described in Organic Synthesis 49, 90 (1969)] in acetic acid (46 ml) and water (4.6 ml) at 0° C. The resulting slurry is allowed to stand at room temperature for several hours and diluted with water. The solid is collected, washed, dried and crystallized from methanol to give 6-methoxy-1nitroso-2-naphthol, mp 147°-148° C. The solvent is O (water), C(C)(=O)O (acetic acid), O (water), O (water). Product: COC=1C=C2C=CC(=C(C2=CC1)N=O)O (6-methoxy-1nitroso-2-naphthol). Starting materials: ClC1=C(C(=CC(=C1)C(F)(F)F)Cl)N1N=C2C(=C1)CSC2 (2-[2,6-Dichloro-4-(trifluoromethyl)phenyl]-4,6-dihydrothieno-[3,4-c]pyrazole), C(Cl)Cl (CH2Cl2), C(=O)([O-])[O-].[Na+].[Na+] (Na2CO3). Run at temperature -30 celsius, time 30 minute. Yields the product ClC1=C(C(=CC(=C1)C(F)(F)F)Cl)N1N=C2C(=C1)CS(C2)=O (2-[2,6-Dichloro-4-(trifluoromethyl)phenyl]-4,6-dihydrothieno-[3,4-c]pyrazole-5-one). Yield: 60.0%. As a reaction SMILES: [Cl:1][C:2]1[CH:7]=[C:6]([C:8]([F:11])([F:10])[F:9])[CH:5]=[C:4]([Cl:12])[C:3]=1[N:13]1[CH:17]=[C:16]2[CH2:18][S:19][CH2:20][C:15]2=[N:14]1.C(Cl)Cl.C([O-])([O-])=[O:25].[Na+].[Na+]>>[Cl:12][C:4]1[CH:5]=[C:6]([C:8]([F:11])([F:10])[F:9])[CH:7]=[C:2]([Cl:1])[C:3]=1[N:13]1[CH:17]=[C:16]2[CH2:18][S:19](=[O:25])[CH2:20][C:15]2=[N:14]1 |f:2.3.4|. Procedure details: To a solution of compound (3) (41 mg, 0.11 mmol) in CH2Cl2 (3 mL) m-CPBA (31.3 mg, 0.13 mmol) was added at −78° C. under N2. After 30 min. the reaction mixture was allowed to warm to −30° C. and stirred at −30° C. until the starting material disappeared completely. Aqueous Na2CO3 (10 mL) was then added and the organic phase was separated. The organic layer was washed with aq. Na2CO3 (10×4 mL), dried, concentrated to obtain a solid which was purified by flash chromatography on silica (20% EtOAc:h... The reactants are CCCCCC1CCC(CCC2CCC(C=C(Br)Br)CC2)CC1, [Li]CCCC, CCCCCC, C1CCOC1, O. Product: C#CC1CCC(CCC2CCC(CCCCC)CC2)CC1. RXN SMILES: [Br:1][C:2](=[CH:3][CH:4]1[CH2:5][CH2:6][CH:7]([CH2:10][CH2:11][CH:12]2[CH2:13][CH2:14][CH:15]([CH2:18][CH2:19][CH2:20][CH2:21][CH3:22])[CH2:16][CH2:17]2)[CH2:8][CH2:9]1)[Br:23].[CH2:24]([Li:25])[CH2:26][CH2:27][CH3:28].[CH3:35][CH2:36][CH2:37][CH2:38][CH2:39][CH3:40].[O:30]1[CH2:31][CH2:32][CH2:33][CH2:34]1.[OH2:29]>>[CH:2]#[C:3][CH:4]1[CH2:5][CH2:6][CH:7]([CH2:10][CH2:11][CH:12]2[CH2:13][CH2:14][CH:15]([CH2:18][CH2:19][CH2:20][CH2:21][CH3:22])[CH2:16][CH2:17]2)[CH2:8][CH2:9]1.